This data is from the Open Reaction Database (ORD), a public repository of structured organic reaction records. The task is: describe an organic reaction: reactants, conditions, products, and yield Starting materials: BrC1=C(C=CC(=C1)F)C (2-bromo-4-fluoro-1-methyl-benzene), CC(C)C1=CC(=C(C(=C1)C(C)C)C2=C(C=CC=C2)P(C3CCCCC3)C4CCCCC4)C(C)C (XPhos), C([O-])([O-])=O.[Cs+].[Cs+] (cesium carbonate), C(C)(C)(C)OC(=O)N1CCNCC1 (piperazine-1-carboxylic acid tert-butyl ester), O1CCOCC1 (1,4-dioxane). The reagents and catalysts are C(C)(=O)[O-].[Pd+2].C(C)(=O)[O-] (palladium(II) acetate). Conditions: time 10 minute. Yields the product C(C)(C)(C)OC(=O)N1CCN(CC1)C1=C(C=CC(=C1)F)C (4-(5-fluoro-2-methyl-phenyl)-piperazine-1-carboxylic acid tert-butyl ester). Yield: 55.4%. As a reaction SMILES: CC(C1C=C(C(C)C)C(C2C=CC=CC=2P(C2CCCCC2)C2CCCCC2)=C(C(C)C)C=1)C.C(=O)([O-])[O-].[Cs+].[Cs+].O1CCOCC1.Br[C:48]1[CH:53]=[C:52]([F:54])[CH:51]=[CH:50][C:49]=1[CH3:55].[C:56]([O:60][C:61]([N:63]1[CH2:68][CH2:67][NH:66][CH2:65][CH2:64]1)=[O:62])([CH3:59])([CH3:58])[CH3:57]>C([O-])(=O)C.[Pd+2].C([O-])(=O)C>[C:56]([O:60][C:61]([N:63]1[CH2:68][CH2:67][N:66]([C:48]2[CH:53]=[C:52]([F:54])[CH:51]=[CH:50][C:49]=2[CH3:55])[CH2:65][CH2:64]1)=[O:62])([CH3:59])([CH3:57])[CH3:58] |f:1.2.3,7.8.9|. Reported procedure: In a 50 ml round bottom flask equipped with a magnetic stir bar and fitted with a nitrogen inlet, the XPhos (210.80 mg, 0.44 mmol) and the cesium carbonate (1.80 g, 5.52 mmol) were combined dry. This mixture was taken up in 1,4-dioxane (10.00 ml, 116.91 mmol) and the 2-bromo-4-fluoro-1-methyl-benzene 16a (1.04 g, 5.53 mmol) was added followed by the piperazine-1-carboxylic acid tert-butyl ester 16b (514.80 mg, 2.76 mmol). The mixture was stirred together under vacuum at room temperature for 10 m...